describe an organic reaction: reactants, conditions, products, and yield From a dataset of the Open Reaction Database (ORD), a public repository of structured organic reaction records. Starting materials: CC1CN(C(=O)OC(C)(C)C)CCN1c1ccnc2cc(Cl)ccc12, ClCCl, O=C(O)C(F)(F)F, O=C=Nc1ccc(F)cc1. Product: CC1CN(C(=O)Nc2ccc(F)cc2)CCN1c1ccnc2cc(Cl)ccc12. As a reaction SMILES: [C:1]([CH3:3])([CH3:4])([O:5][C:6](=[O:2])[N:8]1[CH2:9][CH:10]([CH3:25])[N:11]([c:14]2[cH:15][cH:16][n:17][c:18]3[cH:19][c:20]([Cl:24])[cH:21][cH:22][c:23]23)[CH2:12][CH2:13]1)[CH3:7].[Cl:43][CH2:44][Cl:45].[F:26][C:27]([F:28])([F:29])[C:30]([OH:31])=[O:32].[F:33][c:34]1[cH:35][cH:36][c:37]([N:40]=[C:41]=[O:42])[cH:38][cH:39]1>>[O:5]=[C:6]([N:8]1[CH2:9][CH:10]([CH3:25])[N:11]([c:14]2[cH:15][cH:16][n:17][c:18]3[cH:19][c:20]([Cl:24])[cH:21][cH:22][c:23]23)[CH2:12][CH2:13]1)[NH:40][c:37]1[cH:36][cH:35][c:34]([F:33])[cH:39][cH:38]1. The reactants are FC(C(=O)O)(F)F (trifluoroacetic acid), C(C)(C)(C)OC(=O)N(C=1C=CC=2N(C1)C(=NC2)C(=O)C=2C=CC(=C(C(=O)OC)C2)[N+](=O)[O-])C (methyl 5-({6-[(tert-butoxycarbonyl)-(methyl)amino]imidazo[1,5-a]pyridin-3-yl}carbonyl)-2-nitrobenzoate). The solvent is ClCCl (dichloromethane). Conditions: time 8 hour. Product: CNC=1C=CC=2N(C1)C(=NC2)C(=O)C=2C=CC(=C(C(=O)OC)C2)[N+](=O)[O-] (Methyl 5-{[6-(methylamino)imidazo[1,5-a]pyridin-3-yl]carbonyl}-2-nitrobenzoate). The yield is 97.8%. RXN SMILES: FC(F)(F)C(O)=O.C(O[C:13]([N:15](C)[C:16]1[CH:17]=[CH:18][C:19]2[N:20]([C:22]([C:25]([C:27]3[CH:28]=[CH:29][C:30]([N+:37]([O-:39])=[O:38])=[C:31]([CH:36]=3)[C:32]([O:34][CH3:35])=[O:33])=[O:26])=[N:23][CH:24]=2)[CH:21]=1)=O)(C)(C)C>ClCCl>[CH3:13][NH:15][C:16]1[CH:17]=[CH:18][C:19]2[N:20]([C:22]([C:25]([C:27]3[CH:28]=[CH:29][C:30]([N+:37]([O-:39])=[O:38])=[C:31]([CH:36]=3)[C:32]([O:34][CH3:35])=[O:33])=[O:26])=[N:23][CH:24]=2)[CH:21]=1. Reported procedure: 1.3 ml of trifluoroacetic acid are added to 460 mg (1.01 mmol) of methyl 5-({6-[(tert-butoxycarbonyl)-(methyl)amino]imidazo[1,5-a]pyridin-3-yl}carbonyl)-2-nitrobenzoate in 5 ml of dichloromethane and the mixture is stirred at ambient temperature overnight. The reaction medium is concentrated under reduced pressure. The residue is taken up in water and basified with a saturated aqueous sodium bicarbonate solution and then extracted with dichloromethane. The organic phase is washed with a saturate... Reactants: C(C)(C)(C)OC(=O)N1CC(C1)OC1=C(C=CC(=C1)Br)C=O (3-(5-Bromo-2-formyl-phenoxy)-azetidine-1-carboxylic acid tert-butyl ester), FC(C1=C(C=CC=C1)B(O)O)(F)F (2-trifluoromethylphenylboronic acid), [O-]P(=O)([O-])[O-].[K+].[K+].[K+] (K3PO4), C1(=CC=CC=C1)C (PhCH3). The reagents and catalysts are CC(C)(C)P([C-]1C=CC=C1)C(C)(C)C.C1=CC=C(C=C1)[C-]2C(=C(C(=C2C3=CC=CC=C3)C4=CC=CC=C4)C5=CC=CC=C5)C6=CC=CC=C6.[Fe+2] (Q-Phos). The solvent is hexanes, CCOC(=O)C (EtOAc), CCOC(=O)C (EtOAc). Yields the product C(C)(C)(C)OC(=O)N1CC(C1)OC=1C=C(C=CC1C=O)C1=C(C=CC=C1)C(F)(F)F (3-(4-Formyl-2′-trifluoromethyl-biphenyl-3-yloxy)-azetidine-1-carboxylic acid tert-butyl ester). Yield: 101.7%. RXN SMILES: [C:1]([O:5][C:6]([N:8]1[CH2:11][CH:10]([O:12][C:13]2[CH:18]=[C:17](Br)[CH:16]=[CH:15][C:14]=2[CH:20]=[O:21])[CH2:9]1)=[O:7])([CH3:4])([CH3:3])[CH3:2].[F:22][C:23]([F:34])([F:33])[C:24]1[CH:29]=[CH:28][CH:27]=[CH:26][C:25]=1B(O)O.[O-]P([O-])([O-])=O.[K+].[K+].[K+].C1(C)C=CC=CC=1>CCOC(C)=O.CC(P(C(C)(C)C)[C-]1C=CC=C1)(C)C.C1C=CC([C-]2C(C3C=CC=CC=3)=C(C3C=CC=CC=3)C(C3C=CC=CC=3)=C2C2C=CC=CC=2)=CC=1.[Fe+2]>[C:1]([O:5][C:6]([N:8]1[CH2:11][CH:10]([O:12][C:13]2[CH:18]=[C:17]([C:25]3[CH:26]=[CH:27][CH:28]=[CH:29][C:24]=3[C:23]([F:34])([F:33])[F:22])[CH:16]=[CH:15][C:14]=2[CH:20]=[O:21])[CH2:9]1)=[O:7])([CH3:4])([CH3:3])[CH3:2] |f:2.3.4.5,8.9.10|. Reported procedure: To the title compound of Example 1 Step B (0.20 g, 0.56 mmol), 2-trifluoromethylphenylboronic acid (0.16 g, 0.84 mmol), K3PO4 (0.357 g, 1.68 mmol) Pd(dba)2 (0.013 g, 0.022 mmol) and Q-Phos (0.008 g, 0.011 mmol) was added PhCH3. After 48 h at rt the reaction was diluted with EtOAc and filtered through a small silica pad. Silica gel chromatography (0-30% EtOAc in hexanes) gave 0.24 g (99% yield) of the title compound. MS (ESI): mass calcd. for C22H22F3NO4, 421.15. m/z found, 336.1 [M-56]+, 444.1 [...